From a dataset of the Open Reaction Database (ORD), a public repository of structured organic reaction records. describe an organic reaction: reactants, conditions, products, and yield Starting materials: C(C)[Zn]CC (diethylzinc), C(C)OC(=O)C=1SC(=C(C1C1=CC=C(C=C1)I)C#N)SC (4-cyano-3-(4-iodo-phenyl)-5-methylsulfanyl-thiophene-2-carboxylic acid ethyl ester). Reagents/catalysts: [Ni](Cl)Cl.C1(=CC=CC=C1)P(CCCP(C1=CC=CC=C1)C1=CC=CC=C1)C1=CC=CC=C1 (1,3-bis-(diphenylphosphino)propane nickel (II) chloride). Solvent: C1CCOC1 (THF). Conditions: temperature 60 celsius. The product is C(C)OC(=O)C=1SC(=C(C1C1=CC=C(C=C1)I)C#N)CC (4-Cyano-5-ethyl-3-(4-iodo-phenyl)-thiophene-2-carboxylic acid ethyl ester). Yield: 60.0%. RXN SMILES: C([Zn][CH2:4][CH3:5])C.[CH2:6]([O:8][C:9]([C:11]1[S:12][C:13](SC)=[C:14]([C:23]#[N:24])[C:15]=1[C:16]1[CH:21]=[CH:20][C:19]([I:22])=[CH:18][CH:17]=1)=[O:10])[CH3:7]>C1COCC1.[Ni](Cl)Cl.C1(P(C2C=CC=CC=2)CCCP(C2C=CC=CC=2)C2C=CC=CC=2)C=CC=CC=1>[CH2:6]([O:8][C:9]([C:11]1[S:12][C:13]([CH2:4][CH3:5])=[C:14]([C:23]#[N:24])[C:15]=1[C:16]1[CH:21]=[CH:20][C:19]([I:22])=[CH:18][CH:17]=1)=[O:10])[CH3:7] |f:3.4|. Reported procedure: Add dropwise diethylzinc (1.0M in hexanes, 7 ml, 6.99 mmol, 3 eq) to a mechanically stirring suspension of 4-cyano-3-(4-iodo-phenyl)-5-methylsulfanyl-thiophene-2-carboxylic acid ethyl ester (1 gr, 2.33 mmol) and 1,3-bis-(diphenylphosphino)propane nickel (II) chloride (24 mg, 0.0466 mmol, 0.02 eq) in dry THF (12 ml) and heat the resulting mixture 60° C. for 30 min. Cool the reaction to room temperature and remove solvents in vacuo. Purify the solid by chromatography on silica gel (eluting with 10... Reactants: C(C(=O)OCC)(=O)OCC (diethyl oxalate), NC1=C(C(=C(C(=C1Cl)Cl)Cl)Cl)N (1,2-diamino-3,4,5,6-tetrachlorobenzene). Product: ClC1=C2NC(C(NC2=C(C(=C1Cl)Cl)Cl)=O)=O (5,6,7,8-Tetrachloro-1,4-dihydro-2,3-quinoxalinedione), orange solid. Yield: 16.0%. As a reaction SMILES: [C:1]([O:8]CC)(=O)[C:2]([O:4]CC)=O.[NH2:11][C:12]1[C:17]([Cl:18])=[C:16]([Cl:19])[C:15]([Cl:20])=[C:14]([Cl:21])[C:13]=1[NH2:22]>>[Cl:18][C:17]1[C:16]([Cl:19])=[C:15]([Cl:20])[C:14]([Cl:21])=[C:13]2[C:12]=1[NH:11][C:2](=[O:4])[C:1](=[O:8])[NH:22]2. Procedure details: 5,6,7,8-Tetrachloro-1,4-dihydro-2,3-quinoxalinedione was prepared using an adaptation of the method of Cheeseman. (Cheeseman, G. W. H. J. Chem. Soc. 1171 (1962)). A mixture of diethyl oxalate (2.97 g, 20.0 mmol) and 1,2-diamino-3,4,5,6-tetrachlorobenzene (500 mg, 2.03 mmol) was heated to reflux under N2 for 6 h. The reaction was allowed to cool to room temperature and the orange solid collected by vacuum filtration and rinsed with cold EtOH (10 mL) and air dried. This solid was recrystallized fr... Reactants: BrB(Br)Br, O=C([O-])O, COc1ccc2c(c1)CCNC2CCBr, ClCCl, NC(=O)C(F)(F)F, [Na+]. Product: NC(=O)C(F)(F)F, Oc1ccc2c(c1)CCNC2CCBr. RXN SMILES: [B:23]([Br:24])([Br:25])[Br:26].[C:27](=[O:28])([O-:29])[OH:30].[CH3:8][O:9][c:10]1[cH:11][c:12]2[c:17]([cH:18][cH:19]1)[CH:16]([CH2:20][CH2:21][Br:22])[NH:15][CH2:14][CH2:13]2.[Cl:32][CH2:33][Cl:34].[F:1][C:2]([C:3](=[O:4])[NH2:5])([F:6])[F:7].[Na+:31]>>[F:1][C:2]([C:3](=[O:4])[NH2:5])([F:6])[F:7].[OH:9][c:10]1[cH:11][c:12]2[c:17]([cH:18][cH:19]1)[CH:16]([CH2:20][CH2:21][Br:22])[NH:15][CH2:14][CH2:13]2. The reactants are ICC1=CC=C(C=C1)C(C(=O)OCC)C (ethyl 2-(4-iodomethylphenyl)propionate), ON=C1CCCCC1 (hydroxyiminocyclohexane), C(CCC)[Li] (n-butyllithium), ice water, Cl (hydrochloric acid). Solvent: O1CCCC1 (tetrahydrofuran), O1CCCC1 (tetrahydrofuran), CCCCCC (n-hexane). Conditions: time 30 minute. The product is ON=C1C(CCCC1)CC1=CC=C(C=C1)C(C(=O)OCC)C (Ethyl 2-[4-(2-Hydroxyiminocyclohexan-1-ylmethyl)phenyl]propionate). Isolated yield 11.2%. As a reaction SMILES: [OH:1][N:2]=[C:3]1[CH2:8][CH2:7][CH2:6][CH2:5][CH2:4]1.C([Li])CCC.I[CH2:15][C:16]1[CH:21]=[CH:20][C:19]([CH:22]([CH3:28])[C:23]([O:25][CH2:26][CH3:27])=[O:24])=[CH:18][CH:17]=1.Cl>O1CCCC1.CCCCCC>[OH:1][N:2]=[C:3]1[CH2:8][CH2:7][CH2:6][CH2:5][CH:4]1[CH2:15][C:16]1[CH:17]=[CH:18][C:19]([CH:22]([CH3:28])[C:23]([O:25][CH2:26][CH3:27])=[O:24])=[CH:20][CH:21]=1. Procedure: To a solution of 3.95 g of hydroxyiminocyclohexane in 40 ml of tetrahydrofuran was added 45 ml of 15% n-hexane solution of n-butyllithium at room temperature. After the mixture was stirred for 30 minutes at the same temperature, a solution of 9.4 g of ethyl 2-(4-iodomethylphenyl)propionate in 30 ml of tetrahydrofuran was added and stirring was continued for further 1 hour at room temperature. The reaction mixture was poured into a mixture of 100 ml of ice-water and 20 ml of concentrated hydrochl... Starting materials: ClC1=NC=CC(=N1)C1=C(N=C(S1)C(C)C)C=1C=C(C=CC1)NS(=O)(=O)C1=C(C=CC=C1F)F (N-{3-[5-(2-Chloro-4-pyrimidinyl)-2-(1-methylethyl)-1,3-thiazol-4-yl]phenyl}-2,6-difluorobenzenesulfonamide), ClC1=NC=CC(=N1)C1=C(N=C(S1)C(C)C)C=1C=C(N)C=CC1 (3-[5-(2-chloro-4-pyrimidinyl)-2-(1-methylethyl)-1,3-thiazol-4-yl]aniline), S1C(=CC=C1)S(=O)(=O)Cl (thiophene-2-sulfonyl chloride). The product is ClC1=NC=CC(=N1)C1=C(N=C(S1)C(C)C)C=1C=C(C=CC1)NS(=O)(=O)C=1SC=CC1 (N-{3-[5-(2-Chloro-4-pyrimidinyl)-2-(1-methylethyl)-1,3-thiazol-4-yl]phenyl}-2-thiophenesulfonamide). Isolated yield 87.8%. Reaction SMILES: [Cl:1][C:2]1[N:7]=[C:6]([C:8]2[S:12][C:11]([CH:13]([CH3:15])[CH3:14])=[N:10][C:9]=2[C:16]2[CH:17]=[C:18]([NH:22][S:23]([C:26]3[C:31](F)=[CH:30][CH:29]=CC=3F)(=[O:25])=[O:24])[CH:19]=[CH:20][CH:21]=2)[CH:5]=[CH:4][N:3]=1.ClC1N=C(C2[S:45]C(C(C)C)=NC=2C2C=C(C=CC=2)N)C=CN=1.S1C=CC=C1S(Cl)(=O)=O>>[Cl:1][C:2]1[N:7]=[C:6]([C:8]2[S:12][C:11]([CH:13]([CH3:14])[CH3:15])=[N:10][C:9]=2[C:16]2[CH:17]=[C:18]([NH:22][S:23]([C:26]3[S:45][CH:29]=[CH:30][CH:31]=3)(=[O:25])=[O:24])[CH:19]=[CH:20][CH:21]=2)[CH:5]=[CH:4][N:3]=1. Procedure details: Following a procedure analogous to the procedure described in Intermediate 14, using 3-[5-(2-chloro-4-pyrimidinyl)-2-(1-methylethyl)-1,3-thiazol-4-yl]aniline (600 mg, 1.8 mmol) and thiophene-2-sulfonyl chloride (331 mg, 1.1 mmol) the title compound was obtained (760 mg, 87.8% yield). 1H NMR (400 MHz, CDCl3) δ ppm 8.27 (d, J=5.3 Hz, 1H), 7.51-7.57 (m, 2H), 7.29-7.38 (m, 2H), 7.20-7.27 (m, 2H), 7.13-7.17 (br, 1H), 6.98-7.03 (m, 1H), 6.88 (d, J=5.3 Hz, 1H), 3.27-3.37 (m, 1H), 1.43 (d, J=7.1 Hz, 6H)... Reactants: CC(C)[Si](Cl)(C(C)C)C(C)C, Clc1ncc2cc[nH]c2n1, Clc1ncnc2[nH]ccc12, [H-], [Na+], C1CCOC1. Yields the product c1ncc2cc[nH]c2n1. RXN SMILES: [CH:21]([Si:22]([Cl:23])([CH:24]([CH3:25])[CH3:26])[CH:27]([CH3:28])[CH3:29])([CH3:30])[CH3:31].[Cl:11][c:12]1[n:13][cH:14][c:15]2[cH:16][cH:17][nH:18][c:19]2[n:20]1.[Cl:1][c:2]1[c:3]2[c:4]([n:5][cH:6][n:7]1)[nH:8][cH:9][cH:10]2.[H-:32].[Na+:33].[O:34]1[CH2:35][CH2:36][CH2:37][CH2:38]1>>[cH:2]1[c:3]2[c:4]([n:5][cH:6][n:7]1)[nH:8][cH:9][cH:10]2. Reactants: COCCOC, COc1cc2c(Nc3ccc4cn[nH]c4c3)c(C#N)cnc2cc1OCCCl, [I-], [Na+], OCCNCCO. The product is COc1cc2c(Nc3ccc4cn[nH]c4c3)c(C#N)cnc2cc1OCCN(CCO)CCO. RXN SMILES: [CH3:38][O:39][CH2:40][CH2:41][O:42][CH3:43].[Cl:1][CH2:2][CH2:3][O:4][c:5]1[c:6]([O:27][CH3:28])[cH:7][c:8]2[c:9]([NH:17][c:18]3[cH:19][cH:20][c:21]4[cH:22][n:23][nH:24][c:25]4[cH:26]3)[c:10]([C:15]#[N:16])[cH:11][n:12][c:13]2[cH:14]1.[I-:37].[Na+:36].[OH:29][CH2:30][CH2:31][NH:32][CH2:33][CH2:34][OH:35]>>[CH2:2]([CH2:3][O:4][c:5]1[c:6]([O:27][CH3:28])[cH:7][c:8]2[c:9]([NH:17][c:18]3[cH:19][cH:20][c:21]4[cH:22][n:23][nH:24][c:25]4[cH:26]3)[c:10]([C:15]#[N:16])[cH:11][n:12][c:13]2[cH:14]1)[N:32]([CH2:31][CH2:30][OH:29])[CH2:33][CH2:34][OH:35]. The reactants are C(N)(=O)N1C=C(C2=CC=CC=C12)CC(=O)O ((1-carbamoyl-1H-indol-3-yl)-acetic acid), C(C)OC(CC1=C(N(C2=CC=CC=C12)C(N)=O)C)=O ((1-carbamoyl-2-methyl-1H-indol-3-yl)-acetic acid ethyl ester). Product: C(N)(=O)N1C(=C(C2=CC=CC=C12)CC(=O)O)C ((1-Carbamoyl-2-methyl-1H-indol-3-yl)-acetic acid). RXN SMILES: C(N1C2C(=CC=CC=2)C(CC(O)=O)=C1)(=O)N.C([O:19][C:20](=[O:35])[CH2:21][C:22]1[C:30]2[C:25](=[CH:26][CH:27]=[CH:28][CH:29]=2)[N:24]([C:31](=[O:33])[NH2:32])[C:23]=1[CH3:34])C>>[C:31]([N:24]1[C:25]2[C:30](=[CH:29][CH:28]=[CH:27][CH:26]=2)[C:22]([CH2:21][C:20]([OH:35])=[O:19])=[C:23]1[CH3:34])(=[O:33])[NH2:32]. Procedure: was prepared in a similar manner as described in Scheme A8 Step B for (1-carbamoyl-1H-indol-3-yl)-acetic acid starting from (1-carbamoyl-2-methyl-1H-indol-3-yl)-acetic acid ethyl ester. The crude product (brownish solid) obtained after extractive work-up was used directly in the next step without purification. MS: 233 [M+H]+; tR (HPLC conditions b) 3.26 min. The reactants are COC(=O)c1ccc2occ(Br)c2c1, CC(C)(C)P(C(C)(C)C)C(C)(C)C, C#CC, CCOC(C)=O, [I-], C1COCCO1. Product: CC#Cc1coc2ccc(C(=O)OC)cc12. As a reaction SMILES: [Br:1][c:2]1[cH:3][o:4][c:5]2[c:6]1[cH:7][c:8]([C:11](=[O:12])[O:13][CH3:14])[cH:9][cH:10]2.[C:16]([CH3:17])([CH3:18])([P:19]([C:20]([CH3:21])([CH3:22])[CH3:23])[C:24]([CH3:25])([CH3:26])[CH3:27])[CH3:28].[CH3:29][C:30]#[CH:31].[CH3:38][CH2:39][O:40][C:41]([CH3:42])=[O:43].[I-:15].[O:32]1[CH2:33][CH2:34][O:35][CH2:36][CH2:37]1>>[c:2]1([C:17]#[C:16][CH3:18])[cH:3][o:4][c:5]2[c:6]1[cH:7][c:8]([C:11](=[O:12])[O:13][CH3:14])[cH:9][cH:10]2.